This data is from the Open Reaction Database (ORD), a public repository of structured organic reaction records. The task is: describe an organic reaction: reactants, conditions, products, and yield Starting materials: [Al+3], C=C(C)CC(O)(C(=O)OCC)C(F)(F)F, [Cl-], [Cl-], [Cl-], CC(Cl)Cl, c1ccc2c(c1)CCO2. The product is CCOC(=O)C(O)(CC(C)(C)c1cccc2c1OCC2)C(F)(F)F. Reaction SMILES: [Al+3:26].[CH2:1]([CH3:2])[O:3][C:4]([C:5]([CH2:6][C:7](=[CH2:8])[CH3:9])([C:10]([F:11])([F:12])[F:13])[OH:14])=[O:15].[Cl-:25].[Cl-:27].[Cl-:28].[Cl:29][CH:30]([Cl:31])[CH3:32].[O:16]1[CH2:17][CH2:18][c:19]2[c:20]1[cH:21][cH:22][cH:23][cH:24]2>>[CH2:1]([CH3:2])[O:3][C:4]([C:5]([CH2:6][C:7]([CH3:8])([CH3:9])[c:21]1[c:20]2[c:19]([cH:24][cH:23][cH:22]1)[CH2:18][CH2:17][O:16]2)([C:10]([F:11])([F:12])[F:13])[OH:14])=[O:15]. The reactants are BrC=1C=C(C=2C=NNC2C1)N (6-bromo-1H-indazol-4-amine), Cl.N1=C(C=CC=C1)C(=O)Cl (2-pyridinecarbonyl chloride hydrochloride), CCN(C(C)C)C(C)C (DIPEA). The solvent is C(Cl)Cl (DCM). Conditions: time 8 hour. Yields the product BrC1=CC(=C2C=NNC2=C1)NC(=O)C1=NC=CC=C1 (N-(6-Bromo-1H-indazol-4-yl)-2-pyridinecarboxamide). Reaction SMILES: [Br:1][C:2]1[CH:3]=[C:4]([NH2:11])[C:5]2[CH:6]=[N:7][NH:8][C:9]=2[CH:10]=1.Cl.[N:13]1[CH:18]=[CH:17][CH:16]=[CH:15][C:14]=1[C:19](Cl)=[O:20].CCN(C(C)C)C(C)C>C(Cl)Cl>[Br:1][C:2]1[CH:10]=[C:9]2[C:5]([CH:6]=[N:7][NH:8]2)=[C:4]([NH:11][C:19]([C:14]2[CH:15]=[CH:16][CH:17]=[CH:18][N:13]=2)=[O:20])[CH:3]=1 |f:1.2|. Procedure: A mixture of 6-bromo-1H-indazol-4-amine (available from Sinova, 100 mg, 0.47 mmol), 2-pyridinecarbonyl chloride hydrochloride (available from Apollo, 100 mg, 0.71 mmol), DIPEA (0.164 ml) in DCM (10 ml) was stirred at room temperature overnight. The reaction mixture was concentrated in vacuo. Purification by Mass Directed Automated Preparative HPLC (Method B) gave after evaporation of solvents the title compound (38 mg) as a white solid. LCMS (Method B) Rt=0.97 mins, MH+=318. The reactants are CO, O=C(O)c1cc([N+](=O)[O-])cc2ccccc12. The product is Nc1cc(C(=O)O)c2ccccc2c1. RXN SMILES: [CH3:17][OH:18].[N+:1]([O-:2])(=[O:3])[c:4]1[cH:5][c:6]([C:14](=[O:15])[OH:16])[c:7]2[cH:8][cH:9][cH:10][cH:11][c:12]2[cH:13]1>>[NH2:1][c:4]1[cH:5][c:6]([C:14](=[O:15])[OH:16])[c:7]2[cH:8][cH:9][cH:10][cH:11][c:12]2[cH:13]1. The reactants are FC1=NC(=CC=C1)OC1=CC=C(C=C1)C(F)(F)F (2-fluoro-6-(4-trifluoromethylphenoxy)pyridine), O.NN (hydrazine monohydrate). The solvent is C(C)O (ethanol). Conditions: temperature 40 celsius. Product: N(N)C1=NC(=CC=C1)OC1=CC=C(C=C1)C(F)(F)F (2-hydrazino-6-(4-trifluoromethylphenoxy)pyridine). The yield is 47.8%. RXN SMILES: F[C:2]1[CH:7]=[CH:6][CH:5]=[C:4]([O:8][C:9]2[CH:14]=[CH:13][C:12]([C:15]([F:18])([F:17])[F:16])=[CH:11][CH:10]=2)[N:3]=1.O.[NH2:20][NH2:21]>C(O)C>[NH:20]([C:2]1[CH:7]=[CH:6][CH:5]=[C:4]([O:8][C:9]2[CH:14]=[CH:13][C:12]([C:15]([F:18])([F:17])[F:16])=[CH:11][CH:10]=2)[N:3]=1)[NH2:21] |f:1.2|. Reported procedure: Next, a reaction flask was loaded with 2-fluoro-6-(4-trifluoromethylphenoxy)pyridine (8.0 g) and ethanol (60 ml), and heated up to 40° C. with stirring. To this mixture, hydrazine monohydrate (7.6 g) was dropwise added in 30 minutes. The temperature of the mixture was raised to the reflux temperature, followed by stirring for 20 hours. Thereafter, the heating was stopped, and the reaction mixture was cooled, followed by filtration to remove insoluble components. The filtrate was condensed by an ... Starting materials: Cl.N[C@@H]1CC[C@H](CC1)NC(=O)C1=C(NC=2C1=NC=CC2C2=C(C=C(C=C2)OC)OCC2CC2)C (N-(trans-4-aminocyclohexyl)-7-[2-(cyclopropylmethoxy)-4-methoxyphenyl]-2-methyl-1H-pyrrolo[3,2-b]pyridine-3-carboxamide hydrochloride), C(C)(=O)OCC(=O)Cl (2-chloro-2-oxoethyl acetate). Product: C1(CC1)COC1=C(C=CC(=C1)OC)C1=C2C(=NC=C1)C(=C(N2)C)C(=O)N[C@@H]2CC[C@H](CC2)NC(CO)=O (7-[2-(Cyclopropylmethoxy)-4-methoxyphenyl]-N-{trans-4-[(hydroxyacetyl)amino]cyclohexyl}-2-methyl-1H-pyrrolo[3,2-b]pyridine-3-carboxamide). As a reaction SMILES: Cl.[NH2:2][C@H:3]1[CH2:8][CH2:7][C@H:6]([NH:9][C:10]([C:12]2[C:16]3=[N:17][CH:18]=[CH:19][C:20]([C:21]4[CH:26]=[CH:25][C:24]([O:27][CH3:28])=[CH:23][C:22]=4[O:29][CH2:30][CH:31]4[CH2:33][CH2:32]4)=[C:15]3[NH:14][C:13]=2[CH3:34])=[O:11])[CH2:5][CH2:4]1.C([O:38][CH2:39][C:40](Cl)=[O:41])(=O)C>>[CH:31]1([CH2:30][O:29][C:22]2[CH:23]=[C:24]([O:27][CH3:28])[CH:25]=[CH:26][C:21]=2[C:20]2[CH:19]=[CH:18][N:17]=[C:16]3[C:12]([C:10]([NH:9][C@H:6]4[CH2:7][CH2:8][C@H:3]([NH:2][C:39](=[O:38])[CH2:40][OH:41])[CH2:4][CH2:5]4)=[O:11])=[C:13]([CH3:34])[NH:14][C:15]=23)[CH2:32][CH2:33]1 |f:0.1|. Reported procedure: Starting from N-(trans-4-aminocyclohexyl)-7-[2-(cyclopropylmethoxy)-4-methoxyphenyl]-2-methyl-1H-pyrrolo[3,2-b]pyridine-3-carboxamide hydrochloride (example D.f12) and commercially available 2-chloro-2-oxoethyl acetate the title compound is obtained as colorless solid. Starting materials: [H-].[Al+3].[Li+].[H-].[H-].[H-] (Lithium aluminium hydride), C(C)C1C(NCCCN1)=O (3-ethylperhydro-1,4-diazepin-2-one). Run in C1CCOC1 (THF). Run at temperature 55 celsius. Yields the product C(C)C1NCCCNC1 (2-ethylperhydro-1,4-diazepine). The yield is 100.0%. Reaction SMILES: [H-].[Al+3].[Li+].[H-].[H-].[H-].[CH2:7]([CH:9]1[NH:15][CH2:14][CH2:13][CH2:12][NH:11][C:10]1=O)[CH3:8]>C1COCC1>[CH2:7]([CH:9]1[CH2:10][NH:11][CH2:12][CH2:13][CH2:14][NH:15]1)[CH3:8] |f:0.1.2.3.4.5|. Reported procedure: Lithium aluminium hydride (475 mg, 12.49 mmol) was added portionwise to a stirred solution of 3-ethylperhydro-1,4-diazepin-2-one (740 mg, 5.20 mmol) in THF (10 mL). After the resultant effervescence had subsided, the reaction mixture was heated at 50-60° C. for 3 h. The reaction mixture was cooled and quenched by the slow addition of water and 10% NaOH (aq.). The reaction mixture was diluted with diethyl ether (20 mL) and filtered through celite. The filter cake was washed thoroughly with THF (5... The reactants are ClCOC(CCCOC([C@@H](NC(=O)OCC1=CC=CC=C1)C(C)C)=O)=O (4-(N-CBz-L-valyloxy) butyric acid chloromethyl ester), [I-].[Na+] (Sodium iodide). The solvent is C(C)#N (acetonitrile). The product is ICOC(CCCOC([C@@H](NC(=O)OCC1=CC=CC=C1)C(C)C)=O)=O (4-(N-CBz-L-valyloxy)butyric acid iodomethyl ester). Reaction SMILES: Cl[CH2:2][O:3][C:4](=[O:26])[CH2:5][CH2:6][CH2:7][O:8][C:9](=[O:25])[C@H:10]([CH:22]([CH3:24])[CH3:23])[NH:11][C:12]([O:14][CH2:15][C:16]1[CH:21]=[CH:20][CH:19]=[CH:18][CH:17]=1)=[O:13].[I-:27].[Na+]>C(#N)C>[I:27][CH2:2][O:3][C:4](=[O:26])[CH2:5][CH2:6][CH2:7][O:8][C:9](=[O:25])[C@H:10]([CH:22]([CH3:24])[CH3:23])[NH:11][C:12]([O:14][CH2:15][C:16]1[CH:21]=[CH:20][CH:19]=[CH:18][CH:17]=1)=[O:13] |f:1.2|. Procedure: 4-(N-CBz-L-valyloxy) butyric acid chloromethyl ester (1.54 g, 4 mmole) was dissolved in acetonitrile (15 ml). Sodium iodide (840 mg, 5.6 mmole) was added to the solution. After reaction at 55° C. for 3 hr, the reaction mixture was filtered and the residue was dissolved in methylene chloride (20 ml) and refiltered. The solution was dried and gave the titled product. Yield 1.9 g. The solvent is C(CC(C)C)O (isoamyl alcohol). The product is NC1=NC(=NC2=CC(=C(C=C12)OC)OC)N(C)CCC#N (N-(4-amino-6,7-dimethoxyquinazol-2-yl)-N-methyl-2-cyanoethylamine), ( IV ). RXN SMILES: [CH3:1][N:2]([C:14]1[N:23]=[C:22]([NH2:24])[C:21]2[C:16](=[CH:17][C:18]([O:27][CH3:28])=[C:19]([O:25][CH3:26])[CH:20]=2)[N:15]=1)[CH2:3][CH2:4][CH2:5][NH:6]C(C1OCCC1)=O.NC1C2C(=CC(OC)=C(OC)C=2)N=C(Cl)N=1.CNCCC#N>C(O)CC(C)C>[NH2:24][C:22]1[C:21]2[C:16](=[CH:17][C:18]([O:27][CH3:28])=[C:19]([O:25][CH3:26])[CH:20]=2)[N:15]=[C:14]([N:2]([CH2:3][CH2:4][C:5]#[N:6])[CH3:1])[N:23]=1. Reactants: CNCCC#N (3-methylaminopropionitrile), ( II ), CN(CCCNC(=O)C1CCCO1)C2=NC3=CC(=C(C=C3C(=N2)N)OC)OC (alfuzosin), NC1=NC(=NC2=CC(=C(C=C12)OC)OC)Cl (4-amino-2-chloro-6,7-dimethoxy quinazoline), ( III ). Procedure: The patent 007' teaches the preparation of alfuzosin or a salt thereof by reacting 4-amino-2-chloro-6,7-dimethoxy quinazoline of formula (II) with 3-methylaminopropionitrile of formula (III) in the presence of isoamyl alcohol to obtain N-(4-amino-6,7-dimethoxyquinazol-2-yl)-N-methyl-2-cyanoethylamine of formula (IV) which is further hydrogenated in the presence of Raney-Nickel using 15% ammoniacal ethanol by applying 80 Kg pressure at 70° C. for 96 hours to obtain N-(4-amino-6,7-dimethoxyquinazo... The reactants are CC1(COC(OC1)C1=CC(=CS1)C(CO)N(S(=O)(=O)C1=CC=CC=C1)CCC(C)C)C (N-{1-[5-(5,5-dimethyl-1,3-dioxan-2-yl)thiophen-3-yl]-2-hydroxyethyl}-N-(3-methylbutyl)benzenesulfonamide), O (water). Run in CC(=O)O.O (AcOH water). Conditions: time 5 hour. Yields the product C(=O)C1=CC(=CS1)C(CO)N(S(=O)(=O)C1=CC=CC=C1)CCC(C)C (N-[1-(5-formylthiophen-3-yl)-2-hydroxyethyl]-N-(3-methylbutyl)benzenesulfonamide). As a reaction SMILES: CC1(C)CO[CH:5]([C:8]2[S:12][CH:11]=[C:10]([CH:13]([N:16]([CH2:26][CH2:27][CH:28]([CH3:30])[CH3:29])[S:17]([C:20]3[CH:25]=[CH:24][CH:23]=[CH:22][CH:21]=3)(=[O:19])=[O:18])[CH2:14][OH:15])[CH:9]=2)[O:4]C1.O>CC(O)=O.O>[CH:5]([C:8]1[S:12][CH:11]=[C:10]([CH:13]([N:16]([CH2:26][CH2:27][CH:28]([CH3:30])[CH3:29])[S:17]([C:20]2[CH:25]=[CH:24][CH:23]=[CH:22][CH:21]=2)(=[O:18])=[O:19])[CH2:14][OH:15])[CH:9]=1)=[O:4] |f:2.3|. Reported procedure: N-{1-[5-(5,5-dimethyl-1,3-dioxan-2-yl)thiophen-3-yl]-2-hydroxyethyl}-N-(3-methylbutyl)benzenesulfonamide was dissolved in 10 mL AcOH/water (4:1) and stirred for 5 hours. 5 mL of water was and the aqueous layer was extracted 2× with EtOAc. The EtOAc layers were combined, washed 3 times with water, once with brine and dried (MgSO4). The residue was purified on silica gel (EtOAc/hexanes). The reactants are Cc1c(I)sc(C=O)c1Br, O, OCCO, Cc1ccc(S(=O)(=O)O)cc1, c1ccccc1. The product is Cc1c(I)sc(C2OCCO2)c1Br. Reaction SMILES: [Br:1][c:2]1[c:3]([CH:9]=[O:10])[s:4][c:5]([I:8])[c:6]1[CH3:7].[OH2:15].[OH:11][CH2:12][CH2:13][OH:14].[c:16]1([CH3:17])[cH:18][cH:19][c:20]([S:21]([OH:22])(=[O:23])=[O:24])[cH:25][cH:26]1.[cH:27]1[cH:28][cH:29][cH:30][cH:31][cH:32]1>>[Br:1][c:2]1[c:3]([CH:9]2[O:10][CH2:13][CH2:12][O:11]2)[s:4][c:5]([I:8])[c:6]1[CH3:7].